This data is from the Open Reaction Database (ORD), a public repository of structured organic reaction records. The task is: describe an organic reaction: reactants, conditions, products, and yield Yields the product CC(C)OC(=O)c1cc(-n2c(=O)c3c(n(C)c2=O)CCC3)c(Cl)cc1Cl. As a reaction SMILES: [CH3:26][O:27][S:28]([O:29][CH3:30])(=[O:31])=[O:32].[CH:33]([OH:34])([CH3:35])[CH3:36].[Cl:1][c:2]1[c:3]([C:4](=[O:5])[O:6][CH:7]([CH3:8])[CH3:9])[cH:10][c:11](-[n:15]2[c:16](=[O:25])[nH:17][c:18]3[c:19]([c:20]2=[O:21])[CH2:22][CH2:23][CH2:24]3)[c:12]([Cl:14])[cH:13]1>>[Cl:1][c:2]1[c:3]([C:4](=[O:5])[O:6][CH:7]([CH3:8])[CH3:9])[cH:10][c:11](-[n:15]2[c:16](=[O:25])[n:17]([CH3:26])[c:18]3[c:19]([c:20]2=[O:21])[CH2:22][CH2:23][CH2:24]3)[c:12]([Cl:14])[cH:13]1. Starting materials: COS(=O)(=O)OC, CC(C)O, CC(C)OC(=O)c1cc(-n2c(=O)[nH]c3c(c2=O)CCC3)c(Cl)cc1Cl. Conditions: time 3 hour. The product is C(C)OC(CN1N=CC=2[C@@H](CCCC12)N(C)S(=O)(=O)C1=CC(=CC(=C1)C(F)(F)F)S(=O)CC)=O ({(R)-4-[(3-ethanesulfinyl-5-trifluoromethyl-benzenesulfonyl)-methyl-amino]-4,5,6,7-tetrahydro-indazol-1-yl}-acetic acid ethyl ester). Run in ClCCl (dichloromethane). Procedure: To a solution of {(R)-4-[(3-ethylsulfanyl-5-trifluoromethyl-benzenesulfonyl)-methyl-amino]-4,5,6,7-tetrahydro-indazol-1-yl}-acetic acid ethyl ester (50.6 mg, 0.10 mmol) in dichloromethane was added 3-chloro-benzenecarboperoxoic acid (m-CPBA) mg, 0.11 mmol) at 0° C. After stirring at room temperature for 3 hours, the resulting mixture was concentrated in vacuo. The residue was purified by flash column (gradient elution, 5% methanol in dichloromethane) to afford {(R)-4-[(3-ethanesulfinyl-5-trifluo... Isolated yield 76.2%. Starting materials: C(C)OC(CN1N=CC=2[C@@H](CCCC12)N(C)S(=O)(=O)C1=CC(=CC(=C1)C(F)(F)F)SCC)=O ({(R)-4-[(3-ethylsulfanyl-5-trifluoromethyl-benzenesulfonyl)-methyl-amino]-4,5,6,7-tetrahydro-indazol-1-yl}-acetic acid ethyl ester), ClC=1C=C(C=CC1)C(=O)OO (3-chloro-benzenecarboperoxoic acid). As a reaction SMILES: [CH2:1]([O:3][C:4](=[O:33])[CH2:5][N:6]1[C:14]2[CH2:13][CH2:12][CH2:11][C@@H:10]([N:15]([S:17]([C:20]3[CH:25]=[C:24]([C:26]([F:29])([F:28])[F:27])[CH:23]=[C:22]([S:30][CH2:31][CH3:32])[CH:21]=3)(=[O:19])=[O:18])[CH3:16])[C:9]=2[CH:8]=[N:7]1)[CH3:2].ClC1C=C(C(OO)=[O:42])C=CC=1>ClCCl>[CH2:1]([O:3][C:4](=[O:33])[CH2:5][N:6]1[C:14]2[CH2:13][CH2:12][CH2:11][C@@H:10]([N:15]([S:17]([C:20]3[CH:25]=[C:24]([C:26]([F:29])([F:27])[F:28])[CH:23]=[C:22]([S:30]([CH2:31][CH3:32])=[O:42])[CH:21]=3)(=[O:19])=[O:18])[CH3:16])[C:9]=2[CH:8]=[N:7]1)[CH3:2]. Reactants: [N+](=O)([O-])C=1C=C(C2=C(CCO2)C1)[N+](=O)[O-] (2,3-dihydro-5,7-dinitrobenzofuran), NCCO (2-aminoethanol). Run in O (water). Product: OCCNC1=C(C=C(C=C1[N+](=O)[O-])[N+](=O)[O-])CCO (2-[2-(β-hydroxyethyl)amino-3,5-dinitrophenyl]ethanol). As a reaction SMILES: [N+:1]([C:4]1[CH:5]=[C:6]([N+:13]([O-:15])=[O:14])[C:7]2[O:11][CH2:10][CH2:9][C:8]=2[CH:12]=1)([O-:3])=[O:2].[NH2:16][CH2:17][CH2:18][OH:19]>O>[OH:19][CH2:18][CH2:17][NH:16][C:7]1[C:6]([N+:13]([O-:15])=[O:14])=[CH:5][C:4]([N+:1]([O-:3])=[O:2])=[CH:12][C:8]=1[CH2:9][CH2:10][OH:11]. Procedure: 0.29 Mole (60.9 g) of 2,3-dihydro-5,7-dinitrobenzofuran is added in small portions at room temperature to 122 ml of 2-aminoethanol. After the addition is complete, the reaction medium is brought for 15 minutes to 95° C. 500 ml of water are added; after the mixture is cooled, the expected product is drained, and this, after being made into a paste in water and recrystallized from 75 ml of 96° strength ethanol, melts at 115° C. Starting materials: C[Si](C)(C)CCOCCl, CCOC(C)=O, CC(C)Oc1cc(N)n[nH]1, [H-], [Na+], CN(C)C=O. The product is CC(C)Oc1cc(N)nn1COCC[Si](C)(C)C. RXN SMILES: [CH3:18][Si:19]([CH2:20][CH2:21][O:22][CH2:23][Cl:24])([CH3:25])[CH3:26].[CH3:27][CH2:28][O:29][C:30](=[O:31])[CH3:32].[CH:8]([CH3:9])([CH3:10])[O:11][c:12]1[cH:13][c:14]([NH2:17])[n:15][nH:16]1.[H-:1].[Na+:2].[O:3]=[CH:4][N:5]([CH3:6])[CH3:7]>>[CH:8]([CH3:9])([CH3:10])[O:11][c:12]1[cH:13][c:14]([NH2:17])[n:15][n:16]1[CH2:23][O:22][CH2:21][CH2:20][Si:19]([CH3:18])([CH3:25])[CH3:26]. Reactants: IC1=CC=C(C(C(=O)O)=C1)N (5-iodoanthranilic acid), CO (methanol), C(OC)([O-])[O-] (methyl orthoformate), C(C)(=O)[O-].[NH4+] (ammonium acetate). Solvent: O (water). Conditions: time 3 hour. Yields the product IC=1C=C2C(NC=NC2=CC1)=O (6-iodoquinazolin-4-one). The yield is 93.0%. RXN SMILES: [I:1][C:2]1[CH:10]=[C:6]([C:7](O)=[O:8])[C:5]([NH2:11])=[CH:4][CH:3]=1.C([O-])([O-])OC.C([O-])(=O)C.[NH4+:21].[CH3:22]O>O>[I:1][C:2]1[CH:10]=[C:6]2[C:5](=[CH:4][CH:3]=1)[N:11]=[CH:22][NH:21][C:7]2=[O:8] |f:2.3|. Procedure details: In a 10-mL volume stainless steel pressure-resistant vessel were placed 1.0 g (3.8 mmol) of 5-iodoanthranilic acid, 0.81 g (7.6 mmol) of methyl orthoformate, 0.59 g (7.6 mmol) of ammonium acetate, and 4.0 mL of methanol. The reaction was carried out at 120° C. for 3 hours. After the reaction was complete, the reaction mixture was cooled to room temperature, and 40 mL of water was added to the reaction mixture. The resulting aqueous mixture was stirred for 15 minutes and filtered to give 0.97 g (... Reactants: ozonide, C(C=C)C=1C(=C(C=C2CC[C@H](C12)CCNC(CC)=O)Br)O ((S)-N-[2-(7-allyl-5-bromo-6-hydroxyindan-1-yl)ethyl]propionamide), O=[O+][O-] (ozone), [BH4-].[Na+] (sodium borohydride), Cl (hydrochloric acid). Run in CO (methanol). Yields the product BrC=1C=C2CC[C@H](C2=C(C1O)CCO)CCNC(CC)=O ((S)-N-[2-(5-bromo-6-hydroxy-7-(2-hydroxyethyl)indan-1-yl)ethyl]propionamide). The yield is 99.0%. RXN SMILES: [CH2:1]([C:4]1[C:5]([OH:21])=[C:6]([Br:20])[CH:7]=[C:8]2[C:12]=1[C@H:11]([CH2:13][CH2:14][NH:15][C:16](=[O:19])[CH2:17][CH3:18])[CH2:10][CH2:9]2)[CH:2]=C.[O:22]=[O+][O-].[BH4-].[Na+].Cl>CO>[Br:20][C:6]1[CH:7]=[C:8]2[C:12](=[C:4]([CH2:1][CH2:2][OH:22])[C:5]=1[OH:21])[C@H:11]([CH2:13][CH2:14][NH:15][C:16](=[O:19])[CH2:17][CH3:18])[CH2:10][CH2:9]2 |f:2.3|. Procedure details: A solution of (S)-N-[2-(7-allyl-5-bromo-6-hydroxyindan-1-yl)ethyl]propionamide (588 mg, 1.67 mmol.) in methanol (30 mL) was cooled to about −70° C., to which was introduced ozone for 5 minutes. After confirming the disappearance of the starting material, an excess amount of powdery sodium borohydride (510 mg, 13.4 mmol.) was added to reaction mixture at about −70° C. to decompose ozonide. The reaction mixture was warmed to room temperature, which was neutralized with dilute hydrochloric acid, fo... The reactants are CC(C)(C)c1ccccc1OC1CNC1, O=S(=O)(Cl)c1ccccc1, c1ccncc1. Yields the product CC(C)(C)c1ccccc1OC1CN(S(=O)(=O)c2ccccc2)C1. As a reaction SMILES: [C:1]([CH3:2])([CH3:3])([CH3:4])[c:5]1[c:6]([O:7][CH:8]2[CH2:9][NH:10][CH2:11]2)[cH:12][cH:13][cH:14][cH:15]1.[c:16]1([S:22](=[O:23])(=[O:24])[Cl:25])[cH:17][cH:18][cH:19][cH:20][cH:21]1.[cH:26]1[cH:27][cH:28][n:29][cH:30][cH:31]1>>[C:1]([CH3:2])([CH3:3])([CH3:4])[c:5]1[c:6]([O:7][CH:8]2[CH2:9][N:10]([S:22]([c:16]3[cH:17][cH:18][cH:19][cH:20][cH:21]3)(=[O:23])=[O:24])[CH2:11]2)[cH:12][cH:13][cH:14][cH:15]1.